This data is from the Open Reaction Database (ORD), a public repository of structured organic reaction records. The task is: describe an organic reaction: reactants, conditions, products, and yield The reactants are CO, NC1CC1, CCN1CCC(=O)c2cccc(CO)c21, Cc1ccc(S(=O)(=O)O)cc1. Yields the product CCN1CCC(NC2CC2)c2cccc(CO)c21. Reaction SMILES: [CH3:31][OH:32].[CH:16]1([NH2:19])[CH2:17][CH2:18]1.[O:1]=[C:2]1[CH2:3][CH2:4][N:5]([CH2:14][CH3:15])[c:6]2[c:7]([CH2:12][OH:13])[cH:8][cH:9][cH:10][c:11]21.[c:20]1([CH3:21])[cH:22][cH:23][c:24]([S:25]([OH:26])(=[O:27])=[O:28])[cH:29][cH:30]1>>[CH:2]1([NH:19][CH:16]2[CH2:17][CH2:18]2)[CH2:3][CH2:4][N:5]([CH2:14][CH3:15])[c:6]2[c:7]([CH2:12][OH:13])[cH:8][cH:9][cH:10][c:11]21. Starting materials: C1COCCN1 (effective_coupling_partner), Cn3c1ccccc1c2ccc(OC(=O)C(C)(C)C)cc23 (substrate). Reaction conditions: temperature 80 celsius, time 3 hour. Yields the product Cn4c1ccccc1c3ccc(N2CCOCC2)cc34. The reagents and catalysts are IPr. The reactants are N1C=C(C2=CC=CC=C12)/C=C/C(=O)C1=CC(=C(C(=C1)OC)OC)OC ((E)-3-(Indol-3-yl)-1-(3,4,5-trimethoxyphenyl)-2-propen-1-one), ClCC=1OC(OC1C)=O (4-chloromethyl-5-methyl-1,3-dioxol-2-one). Product: CC=1OC(OC1CN1C=C(C2=CC=CC=C12)/C=C/C(=O)C1=CC(=C(C(=C1)OC)OC)OC)=O ((E)-3-[1-(4-Methyl-1,3-dioxol-2-on-5-yl)methylindol-3-yl]-1-(3,4,5-trimethoxyphenyl)-2-propen-1-one). Yield: 6.0%. RXN SMILES: [NH:1]1[C:9]2[C:4](=[CH:5][CH:6]=[CH:7][CH:8]=2)[C:3](/[CH:10]=[CH:11]/[C:12]([C:14]2[CH:19]=[C:18]([O:20][CH3:21])[C:17]([O:22][CH3:23])=[C:16]([O:24][CH3:25])[CH:15]=2)=[O:13])=[CH:2]1.Cl[CH2:27][C:28]1[O:29][C:30](=[O:34])[O:31][C:32]=1[CH3:33]>>[CH3:27][C:28]1[O:29][C:30](=[O:34])[O:31][C:32]=1[CH2:33][N:1]1[C:9]2[C:4](=[CH:5][CH:6]=[CH:7][CH:8]=2)[C:3](/[CH:10]=[CH:11]/[C:12]([C:14]2[CH:19]=[C:18]([O:20][CH3:21])[C:17]([O:22][CH3:23])=[C:16]([O:24][CH3:25])[CH:15]=2)=[O:13])=[CH:2]1. Reported procedure: Substantially the same procedure as in Example 3 was repeated using Compound 1 (2.37 g) obtained in Example 1 and 4-chloromethyl-5-methyl-1,3-dioxol-2-one (1.63 g) except that the obtained crude crystals were further purified by preparative high-pressure liquid chromatography (HPLC), to give Compound 11 (188 mg). The reactants are [Al+3], Cl, CCCCC(F)(C(=O)Cl)C(F)(F)F, [H-], [H-], [H-], [H-], [Li+]. The product is CCCCC(F)(CO)C(F)(F)F. As a reaction SMILES: [Al+3:15].[ClH:20].[F:1][C:2]([C:3](=[O:4])[Cl:5])([CH2:6][CH2:7][CH2:8][CH3:9])[C:10]([F:11])([F:12])[F:13].[H-:14].[H-:17].[H-:18].[H-:19].[Li+:16]>>[F:1][C:2]([CH2:3][OH:4])([CH2:6][CH2:7][CH2:8][CH3:9])[C:10]([F:11])([F:12])[F:13]. Starting materials: CC(C)(C)O, c1ccc(C(c2ccccc2)C2CCNCC2)cc1, Cc1ccc(S(=O)(=O)OCCCCCCN2C(=O)COCC2=O)cc1. The product is O=C1COCC(=O)N1CCCCCCN1CCC(C(c2ccccc2)c2ccccc2)CC1. RXN SMILES: [C:45]([OH:46])([CH3:47])([CH3:48])[CH3:49].[CH:26]([c:27]1[cH:28][cH:29][cH:30][cH:31][cH:32]1)([c:33]1[cH:34][cH:35][cH:36][cH:37][cH:38]1)[CH:39]1[CH2:40][CH2:41][NH:42][CH2:43][CH2:44]1.[c:1]1([CH3:2])[cH:3][cH:4][c:5]([S:6]([O:7][CH2:11][CH2:12][CH2:13][CH2:14][CH2:15][CH2:16][N:17]2[C:18](=[O:24])[CH2:19][O:20][CH2:21][C:22]2=[O:23])(=[O:8])=[O:9])[cH:10][cH:25]1>>[CH2:11]([CH2:12][CH2:13][CH2:14][CH2:15][CH2:16][N:17]1[C:18](=[O:24])[CH2:19][O:20][CH2:21][C:22]1=[O:23])[N:42]1[CH2:41][CH2:40][CH:39]([CH:26]([c:27]2[cH:28][cH:29][cH:30][cH:31][cH:32]2)[c:33]2[cH:34][cH:35][cH:36][cH:37][cH:38]2)[CH2:44][CH2:43]1. The solvent is C1(=CC=CC=C1)C (toluene), C1CCOC1 (THF). Reaction conditions: time 2 hour. As a reaction SMILES: [CH:1]1([Mg]Br)[CH2:3][CH2:2]1.[Mg].C1(Br)CC1.[CH2:11]([C:13]1[CH:18]=[C:17](I)[CH:16]=[CH:15][C:14]=1[O:20][CH2:21][O:22][CH3:23])[CH3:12].[Cl-].[NH4+]>C1COCC1.C1(C)C=CC=CC=1>[CH:1]1([C:17]2[CH:16]=[CH:15][C:14]([O:20][CH2:21][O:22][CH3:23])=[C:13]([CH2:11][CH3:12])[CH:18]=2)[CH2:3][CH2:2]1 |f:4.5|. Procedure: A solution of cyclopropylmagnesium bromide, freshly prepared from 2.49 g of magnesium and 13.3 g of cyclopropyl bromide in 40 ml of THF, was treated with 1.2 g of bistriphenyl-phosphine-nickel chloride and at 35-45° C. within 20 minutes with a solution of 20.8 g of 2-ethyl-4-iodo-1-methoxymethoxy-benzene in 40 ml of toluene. After stirring for 2 hours the reaction mixture was poured into aqueous ammonium chloride solution and extracted with ether. The organic phases were washed with water, satur... The product is C1(CC1)C1=CC(=C(C=C1)OCOC)CC (4-cyclopropyl-2-ethyl-1-methoxymethoxy-benzene). Starting materials: [Cl-].[NH4+] (ammonium chloride), bistriphenyl-phosphine nickel chloride, C(C)C1=C(C=CC(=C1)I)OCOC (2-ethyl-4-iodo-1-methoxymethoxy-benzene), C1(CC1)[Mg]Br (cyclopropylmagnesium bromide), [Mg] (magnesium), C1(CC1)Br (cyclopropyl bromide). The reactants are ClC1=CC=C(CC2C(CCC3=CC=C(C=C23)OC(F)F)NC(OC(C)(C)C)=O)C=C1 (tert-Butyl [1-(4-chlorobenzyl)-7-(difluoromethoxy)-1,2,3,4-tetrahydronaphthalen-2-yl]carbamate), Cl (hydrochloric acid). The solvent is ClCCl (dichloromethane). Run at time 3 hour. Product: Cl.ClC1=CC=C(CC2C(CCC3=CC=C(C=C23)OC(F)F)N)C=C1 (1-(4-Chlorobenzyl)-7-(difluoromethoxy)-1,2,3,4-tetrahydronaphthalen-2-amine hydrochloride). RXN SMILES: [Cl:1][C:2]1[CH:30]=[CH:29][C:5]([CH2:6][CH:7]2[C:16]3[C:11](=[CH:12][CH:13]=[C:14]([O:17][CH:18]([F:20])[F:19])[CH:15]=3)[CH2:10][CH2:9][CH:8]2[NH:21]C(=O)OC(C)(C)C)=[CH:4][CH:3]=1.Cl>ClCCl>[ClH:1].[Cl:1][C:2]1[CH:30]=[CH:29][C:5]([CH2:6][CH:7]2[C:16]3[C:11](=[CH:12][CH:13]=[C:14]([O:17][CH:18]([F:20])[F:19])[CH:15]=3)[CH2:10][CH2:9][CH:8]2[NH2:21])=[CH:4][CH:3]=1 |f:3.4|. Procedure: tert-Butyl [1-(4-chlorobenzyl)-7-(difluoromethoxy)-1,2,3,4-tetrahydronaphthalen-2-yl]carbamate (30 mg, 0.069 mmol) was dissolved in dichloromethane (2 mL). 5N isopropanolic hydrochloric acid (0.3 mL) were added and the reaction mixture was stirred at room temperature for 3 h. The solvents were evaporated in vacuo. Yield: 26 mg (0.069 mmol, 100%, colorless solid). The reactants are COS(=O)(=O)OC, CO, [K+], [OH-], Cc1ccc2nc(S)nc-2cc1. Product: CSc1nc2ccc(C)ccc-2n1. Reaction SMILES: [CH3:15][O:16][S:17](=[O:18])(=[O:19])[O:20][CH3:21].[CH3:22][OH:23].[K+:2].[OH-:1].[SH:3][c:4]1[n:5][c:6]2[cH:13][cH:12][c:11]([CH3:14])[cH:10][cH:9][c:7]-2[n:8]1>>[S:3]([c:4]1[n:5][c:6]2[cH:13][cH:12][c:11]([CH3:14])[cH:10][cH:9][c:7]-2[n:8]1)[CH3:15].